From a dataset of the Open Reaction Database (ORD), a public repository of structured organic reaction records. describe an organic reaction: reactants, conditions, products, and yield Yields the product BrC=1C(N(C=CC1)C1=C(C=C(C=C1C)[N+](=O)[O-])C)=O (3-Bromo-1-(2,6-dimethyl-4-nitrophenyl)pyridin-2(1H)-one). Conditions: temperature 120 celsius, time 3.5 hour. The solvent is CS(=O)C (dimethyl sulphoxide), CS(=O)C (dimethyl sulphoxide). RXN SMILES: [Br:1][C:2]1[C:3](=[O:8])[NH:4][CH:5]=[CH:6][CH:7]=1.[C:9](=O)([O-])[O-].[K+].[K+].F[C:16]1[CH:21]=[C:20](C)[C:19]([N+:23]([O-:25])=[O:24])=[CH:18][C:17]=1[CH3:26].O.Cl>CS(C)=O>[Br:1][C:2]1[C:3](=[O:8])[N:4]([C:16]2[C:17]([CH3:26])=[CH:18][C:19]([N+:23]([O-:25])=[O:24])=[CH:20][C:21]=2[CH3:9])[CH:5]=[CH:6][CH:7]=1 |f:1.2.3,5.6|. Starting materials: BrC=1C(NC=CC1)=O (3-bromopyridin-2(1H)-one), C([O-])([O-])=O.[K+].[K+] (potassium carbonate), FC1=C(C=C(C(=C1)C)[N+](=O)[O-])C (1-fluoro-2,5-dimethyl-4-nitrobenzene), O.Cl (water hydrochloric acid). Procedure details: 150 g (750 mmol) of 3-bromopyridin-2(1H)-one (O. S. Tee, M. Pavent, J. Am. Chem. Soc. 1982, 104, 4142-4146.) and 207 g (1.50 mol) of potassium carbonate are dissolved in 2.9 l of dimethyl sulphoxide and heated to 120° C. At this temperature, a solution of 317 g (750 mmol) of 1-fluoro-2,5-dimethyl-4-nitrobenzene in 700 ml of dimethyl sulphoxide is added dropwise over a period of 60 min, and the mixture is stirred at 120° C. for 3.5 h. After cooling, the reaction solution is stirred into a water/h... The reactants are NC=1NC(C=2[N+](=CNC2N1)[O-])=O (2-Amino-1,9-dihydro-6H-purin-6-one-7-oxide), Cl (hydrochloric acid). The product is Cl.N1=C(N)N=C2N=C[N+](=C2C1=O)[O-] (Guanine-N 7-oxide Hydrochloride). Reaction SMILES: [NH2:1][C:2]1[NH:3][C:4](=[O:12])[C:5]2[N+:6]([O-:11])=[CH:7][NH:8][C:9]=2[N:10]=1.[ClH:13]>>[ClH:13].[N:3]1[C:4](=[O:12])[C:5]2[C:9]([N:8]=[CH:7][N+:6]=2[O-:11])=[N:10][C:2]=1[NH2:1] |f:2.3|. Reported procedure: 2-Amino-1,9-dihydro-6H-purin-6-one-7-oxide (52.3 mg, 0.31 mmol) was heated over a steam bath in 5 ml of 1.0M aqueous hydrochloric acid until it dissolved. The solution was filtered and allowed to cool to room temperature. Upon standing, 47.3 mg of the hydrochloride salt of 2-amino-1,9-dihydro-6H-purin-6-one-7-oxide precipitated as fine, white needles, mp >250° C. Starting materials: C(C)(C)(C)OC(=O)NC=1C(=NC=CC1C)OC (3-(tert-Butoxycarbonylamino)-2-methoxy-4-methylpyridine), Cl (HCl). The solvent is CCOC(=O)C (EtOAc). Yields the product NC=1C(=NC=CC1C)OC (3-Amino-2-methoxy-4-methylpyridine). Yield: 99.8%. RXN SMILES: C(OC([NH:8][C:9]1[C:10]([O:16][CH3:17])=[N:11][CH:12]=[CH:13][C:14]=1[CH3:15])=O)(C)(C)C.Cl>CCOC(C)=O>[NH2:8][C:9]1[C:10]([O:16][CH3:17])=[N:11][CH:12]=[CH:13][C:14]=1[CH3:15]. Procedure details: 3-(tert-Butoxycarbonylamino)-2-methoxy-4-methylpyridine (0.7 g, 2.9 mmol) was treated with 25 mL of 4M HCl in EtOAc at room temperature overnight. The resulting suspension was carefully washed with sat. NaHCO3, dried (MgSO4) and concentrated to give 0.4 g of the free amine as an oil (100%). m.p. (HCl salt): 199° C. (d). Reaction SMILES: [Br:12][CH2:13][CH2:14][O:15][CH2:16][CH3:17].[Br:1][c:2]1[cH:3][cH:4][c:5]([CH2:6][OH:7])[cH:8][cH:9]1.[H-:10].[Na+:11].[O:19]=[CH:20][N:21]([CH3:22])[CH3:23].[OH2:18]>>[Br:1][c:2]1[cH:3][cH:4][c:5]([CH2:6][O:7][CH2:13][CH2:14][O:15][CH2:16][CH3:17])[cH:8][cH:9]1. Yields the product CCOCCOCc1ccc(Br)cc1. Starting materials: CCOCCBr, OCc1ccc(Br)cc1, [H-], [Na+], CN(C)C=O, O. Reactants: Cc1cccc(C(C)(C)C)c1N, F[B-](F)(F)F, [H+], O=N[O-], [Na+], O. Product: Cc1cccc(C(C)(C)C)c1F. As a reaction SMILES: [C:1]([CH3:2])([CH3:3])([CH3:4])[c:5]1[c:6]([NH2:7])[c:8]([CH3:12])[cH:9][cH:10][cH:11]1.[F:14][B-:15]([F:16])([F:17])[F:18].[H+:13].[N:19]([O-:20])=[O:21].[Na+:22].[OH2:23]>>[C:1]([CH3:2])([CH3:3])([CH3:4])[c:5]1[c:6]([F:14])[c:8]([CH3:12])[cH:9][cH:10][cH:11]1. Product: Cl.ClC=1C=C(CSC=2N[C@@H]([C@@H](N2)C2=CC=CC=C2)C2=CC=CC=C2)C=CC1Cl (2-[(3,4-Dichlorobenzyl)thio]-cis-4,5-diphenyl-4,5-dihydro-1H-imidazole hydrochloride). As a reaction SMILES: [C:1]1([C@H:7]2[C@@H:11]([C:12]3[CH:17]=[CH:16][CH:15]=[CH:14][CH:13]=3)[NH:10][C:9](=[S:18])[NH:8]2)[CH:6]=[CH:5][CH:4]=[CH:3][CH:2]=1.[Cl:19][C:20]1[CH:21]=[C:22]([CH:25]=[CH:26][C:27]=1[Cl:28])[CH2:23]Cl>CCO>[ClH:19].[Cl:19][C:20]1[CH:21]=[C:22]([CH:25]=[CH:26][C:27]=1[Cl:28])[CH2:23][S:18][C:9]1[NH:8][C@H:7]([C:1]2[CH:2]=[CH:3][CH:4]=[CH:5][CH:6]=2)[C@H:11]([C:12]2[CH:13]=[CH:14][CH:15]=[CH:16][CH:17]=2)[N:10]=1 |f:3.4|. Isolated yield 61.5%. Procedure: A mixture of intermediate 25 (200 mg, 0.786 mmol) and 3,4-dichlorobenzyl chloride (0.218 mL, 1.57 mmol) in abs. EtOH (2 mL) is heated at 95° C. for 24 h. The reaction mixture is cooled to RT, evaporated to dryness, and the residue suspended in Et2O. The insoluble material is filtered to give 217 mg of the product 204. 1H NMR (DMSO-d6) δ 11.40 (s, 2 H), 7.95 (d, 1 H), 7.78 (d, 1 H), 7.65 (d, 1 H), 7.20-6.90 (m, 6 H), 6.90-6.60 (m, 4 H), 5.78 (s, 2 H), 4.85 (s, 2 H); MS: m/z 413 (M++1). The reactants are C1(=CC=CC=C1)[C@@H]1NC(N[C@@H]1C1=CC=CC=C1)=S (cis-4,5-Diphenylimidazolidine-2-thione), ClC=1C=C(CCl)C=CC1Cl (3,4-dichlorobenzyl chloride). The solvent is CCO (EtOH). The reactants are COC=1C=C(C=CC1)N1N=NN=C1S (1-(3-Methoxyphenyl)-5-mercaptotetrazole), B(Br)(Br)Br (boron tribromide). The solvent is C(Cl)Cl (methylene chloride). Yields the product OC=1C=C(C=CC1)N1N=NN=C1S (1-(3-hydroxyphenyl)-5-mercaptotetrazole). Reaction SMILES: C[O:2][C:3]1[CH:4]=[C:5]([N:9]2[C:13]([SH:14])=[N:12][N:11]=[N:10]2)[CH:6]=[CH:7][CH:8]=1.B(Br)(Br)Br>C(Cl)Cl>[OH:2][C:3]1[CH:4]=[C:5]([N:9]2[C:13]([SH:14])=[N:12][N:11]=[N:10]2)[CH:6]=[CH:7][CH:8]=1. Procedure details: 1-(3-Methoxyphenyl)-5-mercaptotetrazole was reacted with boron tribromide in methylene chloride to produce 1-(3-hydroxyphenyl)-5-mercaptotetrazole. Colorless Crystal. m.p. 176°-178° C. The reactants are C1CCOC1, [Li]CCCC, C[Sn](C)(C)Cl, Fc1ccc(-n2ccc3cc(Br)ccc32)cc1. Yields the product C[Sn](C)(C)c1ccc2c(ccn2-c2ccc(F)cc2)c1. RXN SMILES: [CH2:28]1[O:29][CH2:30][CH2:31][CH2:32]1.[CH3:18][CH2:19][CH2:20][CH2:21][Li:22].[CH3:23][Sn:24]([CH3:25])([CH3:26])[Cl:27].[F:1][c:2]1[cH:3][cH:4][c:5](-[n:8]2[cH:9][cH:10][c:11]3[cH:12][c:13]([Br:17])[cH:14][cH:15][c:16]23)[cH:6][cH:7]1>>[F:1][c:2]1[cH:3][cH:4][c:5](-[n:8]2[cH:9][cH:10][c:11]3[cH:12][c:13]([Sn:24]([CH3:23])([CH3:25])[CH3:26])[cH:14][cH:15][c:16]23)[cH:6][cH:7]1. Starting materials: FC1(C(C1)C1=NC(=NO1)C1=C(C=C(C(=C1)[N+](=O)[O-])C)C)F (5-(2,2-difluorocyclopropyl)-3-(2,4-dimethyl-5-nitrophenyl)-1,2,4-oxadiazole), O.O.[Sn](Cl)Cl (tin (II) chloride dihydrate), C([O-])(O)=O.[Na+] (sodium bicarbonate). Run in C(C)O (ethanol). Reaction conditions: temperature 78 celsius. Yields the product FC1(C(C1)C1=NC(=NO1)C=1C(=CC(=C(N)C1)C)C)F (5-(5-(2,2-difluorocyclopropyl)-1,2,4-oxadiazol-3-yl)-2,4-dimethylaniline). RXN SMILES: [F:1][C:2]1([F:21])[CH2:4][CH:3]1[C:5]1[O:9][N:8]=[C:7]([C:10]2[CH:15]=[C:14]([N+:16]([O-])=O)[C:13]([CH3:19])=[CH:12][C:11]=2[CH3:20])[N:6]=1.O.O.[Sn](Cl)Cl.C(=O)(O)[O-].[Na+]>C(O)C>[F:21][C:2]1([F:1])[CH2:4][CH:3]1[C:5]1[O:9][N:8]=[C:7]([C:10]2[C:11]([CH3:20])=[CH:12][C:13]([CH3:19])=[C:14]([CH:15]=2)[NH2:16])[N:6]=1 |f:1.2.3,4.5|. Procedure: A stirring mixture of 5-(2,2-difluorocyclopropyl)-3-(2,4-dimethyl-5-nitrophenyl)-1,2,4-oxadiazole (149) (190 mg, 0.644 mmol) and tin (II) chloride dihydrate (581 mg, 2.57 mmol) in ethanol (10 mL) was heated at 78° C. for 2 hours. The reaction was cooled to room temperature and the pH was adjusted to basic with a saturated solution of sodium bicarbonate. The resulting solid was filtered through a plug of celite and washed with excess ethanol. The solvent was partially reduced and the crude produc... The reactants are C1(CCCC1)CC=1C=C(C=CC1OC)C1CC(NC(C1)=O)=O (4-(3-cyclopentylmethyl-4-methoxyphenyl)-2,6-piperidinedione), [H-].[Al+3].[Li+].[H-].[H-].[H-] (lithium aluminum hydride). Run in C1CCOC1 (THF). The product is C1(CCCC1)CC=1C=C(C=CC1OC)C1CCNCC1 (4-(3-cyclopentylmethyl-4-methoxyphenyl)piperidine), solid. Yield: 89.0%. As a reaction SMILES: [CH:1]1([CH2:6][C:7]2[CH:8]=[C:9]([CH:15]3[CH2:20][C:19](=O)[NH:18][C:17](=O)[CH2:16]3)[CH:10]=[CH:11][C:12]=2[O:13][CH3:14])[CH2:5][CH2:4][CH2:3][CH2:2]1.[H-].[Al+3].[Li+].[H-].[H-].[H-]>C1COCC1>[CH:1]1([CH2:6][C:7]2[CH:8]=[C:9]([CH:15]3[CH2:16][CH2:17][NH:18][CH2:19][CH2:20]3)[CH:10]=[CH:11][C:12]=2[O:13][CH3:14])[CH2:2][CH2:3][CH2:4][CH2:5]1 |f:1.2.3.4.5.6|. Procedure details: Following the procedure of Nacci et al, Vide Supra, reaction of 4-(3-cyclopentylmethyl-4-methoxyphenyl)-2,6-piperidinedione (20.0 mmol, 6.0 g) and lithium aluminum hydride (209 mmol, 7.94 g) in dry THF (130 mL) afforded the title compound as a white, waxy solid (4.85 g, 89%) of sufficient purity for subsequent transformations.